Dataset: the Open Reaction Database (ORD), a public repository of structured organic reaction records. Task: describe an organic reaction: reactants, conditions, products, and yield Reactants: C1(=CC=CC=C1)S(=O)(=O)CC1=C(C(=CC(=C1)F)OCCCl)N (2-benzenesulfonylmethyl-6-(2-chloro-ethoxy)-4-fluorophenylamine), [N-]=[N+]=[N-].[Na+] (sodium azide). Run in CS(=O)C (DMSO), O (water). Reaction conditions: temperature 90 celsius, time 3 hour. Yields the product N(=[N+]=[N-])CCOC1=C(C(=CC(=C1)F)CS(=O)(=O)C1=CC=CC=C1)N (2-(2-Azido-ethoxy)-6-benzenesulfonylmethyl-4-fluoro-phenylamine), solid. Yield: 85.0%. RXN SMILES: [C:1]1([S:7]([CH2:10][C:11]2[CH:16]=[C:15]([F:17])[CH:14]=[C:13]([O:18][CH2:19][CH2:20]Cl)[C:12]=2[NH2:22])(=[O:9])=[O:8])[CH:6]=[CH:5][CH:4]=[CH:3][CH:2]=1.[N-:23]=[N+:24]=[N-:25].[Na+]>CS(C)=O.O>[N:23]([CH2:20][CH2:19][O:18][C:13]1[CH:14]=[C:15]([F:17])[CH:16]=[C:11]([CH2:10][S:7]([C:1]2[CH:6]=[CH:5][CH:4]=[CH:3][CH:2]=2)(=[O:9])=[O:8])[C:12]=1[NH2:22])=[N+:24]=[N-:25] |f:1.2|. Reported procedure: A mixture of 2-benzenesulfonylmethyl-6-(2-chloro-ethoxy)-4-fluorophenylamine (1.67 g, 4.87 mmoles) and sodium azide (0.38 g, 5.84 mmoles) in DMSO (20 mL) was stirred together in a round bottom flask under nitrogen at 90° C. for 3 hours. Reaction mixture was cooled to room temperature, diluted with water, extracted with EtOAC, washed with water (2×), brine (1×), dried over Na2SO4, and concentrated under vacuum to afford the title compound as an off white solid (1.44 g, 4.14 mmoles). Conditions: time 2 day. Yields the product COC1=CC=C(C=C1)CCC(CO)O (1-[2-(4-methoxyphenyl)ethyl]-1,2-ethanediol). Solvent: O (water). As a reaction SMILES: [CH3:1][O:2][C:3]1[CH:8]=[CH:7][C:6]([CH2:9][CH2:10][CH:11]2[CH2:13][O:12]2)=[CH:5][CH:4]=1.S(=O)(=O)(O)[OH:15].CC(=O)C.C(=O)(O)[O-].[Na+]>O>[CH3:1][O:2][C:3]1[CH:4]=[CH:5][C:6]([CH2:9][CH2:10][CH:11]([OH:15])[CH2:13][OH:12])=[CH:7][CH:8]=1 |f:3.4|. Procedure: To a stirred solution of 12 parts of 2-[2-(4-methoxyphenyl)-ethyl]oxirane in 1.8 parts of sulfuric acid and 160 parts of 2-propanone are added 100 parts of water. The whole is stirred for 2 days at room temperature. The reaction mixture is stirred with a sodium bicarbonate solution and the product is extracted with trichloromethane. The extract is dried, filtered and evaporated, yielding 1-[2-(4-methoxyphenyl)ethyl]-1,2-ethanediol as a residue. Reactants: 12, COC1=CC=C(C=C1)CCC1OC1 (2-[2-(4-methoxyphenyl)-ethyl]oxirane), S(O)(O)(=O)=O (sulfuric acid), CC(C)=O (2-propanone), C([O-])(O)=O.[Na+] (sodium bicarbonate).